This data is from the Open Reaction Database (ORD), a public repository of structured organic reaction records. The task is: describe an organic reaction: reactants, conditions, products, and yield Reactants: ClC1(CC1)C(=O)Cl (1-chlorocyclopropanecarboxylic acid chloride), NC1=CC=C(C(=O)CCC(=O)O)C=C1 (3-(p-aminobenzoyl)-propionic acid). Solvent: O1CCCC1 (tetrahydrofuran). Reaction conditions: time 20 hour. Product: ClC1(CC1)C(=O)NC1=CC=C(C(=O)CCC(=O)O)C=C1 (3-[p-(1-chlorocyclopropylcarbonylamino)-benzoyl]-propionic acid). Isolated yield 49.3%. RXN SMILES: [Cl:1][C:2]1([C:5](Cl)=[O:6])[CH2:4][CH2:3]1.[NH2:8][C:9]1[CH:21]=[CH:20][C:12]([C:13]([CH2:15][CH2:16][C:17]([OH:19])=[O:18])=[O:14])=[CH:11][CH:10]=1>O1CCCC1>[Cl:1][C:2]1([C:5]([NH:8][C:9]2[CH:10]=[CH:11][C:12]([C:13]([CH2:15][CH2:16][C:17]([OH:19])=[O:18])=[O:14])=[CH:20][CH:21]=2)=[O:6])[CH2:4][CH2:3]1. Reported procedure: 3.9 g (28.1 millimoles) of 1-chlorocyclopropanecarboxylic acid chloride are added, with stirring, to 4.5 g (23.3 millimoles) of 3-(p-aminobenzoyl)-propionic acid in 100 ml of absolute tetrahydrofuran. The reaction mixture is then stirred for 20 hours at room temperature, followed by 7 hours under reflux. A small amount of solid is filtered off and discarded, and the filtrate is concentrated. The residue obtained is recrystallized from ethyl acetate, giving 3.4 g (49% of theory) of 3-[p-(1-chloro... The reactants are [Na] (sodium), CO (methanol), BrC1=NC=C(C=C1)Br (2,5-dibromopyridine). Yields the product BrC=1C=CC(=NC1)OC (5-Bromo-2-methoxypyridine). The yield is 83.0%. Reaction SMILES: [Na].Br[C:3]1[CH:8]=[CH:7][C:6]([Br:9])=[CH:5][N:4]=1.[CH3:10][OH:11]>>[Br:9][C:6]1[CH:7]=[CH:8][C:3]([O:11][CH3:10])=[N:4][CH:5]=1 |^1:0|. Procedure details: After sodium (10 g, 0.435 mol) was dissolved in methanol (500 ml), 2,5-dibromopyridine (50 g, 0.211 mol) was added thereto and the mixture was heated for 2 days under reflux. The reaction solution was cooled as it was, and then concentrated. Then, the residue was diluted with ethyl acetate and an aqueous saturated solution of ammonium chloride. The organic layer was washed with an aqueous saturated solution of ammonium chloride and brine, and then dried over anhydrous sodium sulfate and concentr...